Dataset: the Open Reaction Database (ORD), a public repository of structured organic reaction records. Task: describe an organic reaction: reactants, conditions, products, and yield Reactants: FC(COC1=CC=C(C#N)C=C1)(C(F)F)F (4-(2,2,3,3-tetrafluoropropoxy)benzonitrile), FC(COC1=CC=C(C=O)C=C1)(C(F)F)F (4-(2,2,3,3-tetrafluoropropoxy)benzaldehyde), FC(COC1=CC=C(C=O)C=C1)(C(F)F)F (4-(2,2,3,3-tetrafluoropropoxy)benzaldehyde), C(C)OP(=O)(OCC)CC(=O)OCC (ethyl diethylphosphonoacetate), metal hydrides, [H-].C(C(C)C)[Al+]CC(C)C (diisobutylaluminum hydride). The product is FC(COC1=CC=C(/C=C/C(=O)OCC)C=C1)(C(F)F)F (ethyl (E)-4-(2,2,3,3-tetrafluoropropoxy)cinnamate). Reaction SMILES: [F:1][C:2]([F:16])([CH:13]([F:15])[F:14])[CH2:3][O:4][C:5]1[CH:12]=[CH:11][C:8]([C:9]#N)=[CH:7][CH:6]=1.[H-].C([Al+]CC(C)C)C(C)C.FC(F)(C(F)F)COC1C=CC(C=O)=CC=1.C(OP([CH2:51][C:52]([O:54][CH2:55][CH3:56])=[O:53])(OCC)=O)C>>[F:1][C:2]([F:16])([CH:13]([F:15])[F:14])[CH2:3][O:4][C:5]1[CH:12]=[CH:11][C:8](/[CH:9]=[CH:51]/[C:52]([O:54][CH2:55][CH3:56])=[O:53])=[CH:7][CH:6]=1 |f:1.2|. Procedure: In a first step, p-chlorobenzonitrile is reacted with 2,2,3,3-tetrafluoropropanol in the presence of bases, for example sodium hydride, with exchange of the p-chlorine atom to give 4-(2,2,3,3-tetrafluoropropoxy)benzonitrile. The second step is to reduce the 4-(2,2,3,3-tetrafluoropropoxy)benzonitrile by metal hydrides, for example diisobutylaluminum hydride, 4-(2,2,3,3-tetrafluoropropoxy)benzaldehyde being formed. The 4-(2,2,3,3-tetrafluoropropoxy)benzaldehyde is reacted stereoselectively with et... Yields the product C(C)(C)(C)OC(N[C@H]1CN(CC1)C1=C(C=C(C=C1)N1C(C2=CC=C(C=C2CC1)OC[C@H]1OCCC1)=O)F)=O ([(R)-1-(2-Fluoro-4-{1-oxo-6-[(S)-1-(tetrahydro-furan-2-yl)methoxy]-3,4-dihydro-1H-isoquinolin-2-yl}-phenyl)-pyrrolidin-3-yl]-carbamic acid tert-butyl ester). RXN SMILES: [C:1]([O:5][C:6](=[O:21])[NH:7][C@@H:8]1[CH2:12][CH2:11][N:10]([C:13]2[CH:18]=[CH:17][C:16]([NH2:19])=[CH:15][C:14]=2[F:20])[CH2:9]1)([CH3:4])([CH3:3])[CH3:2].[O:22]1[CH2:26][CH2:25][CH2:24][C@H:23]1[CH2:27][O:28][C:29]1[CH:30]=[C:31]2[C:36](=[CH:37][CH:38]=1)[C:35](=O)[O:34][CH2:33][CH2:32]2>>[C:1]([O:5][C:6](=[O:21])[NH:7][C@@H:8]1[CH2:12][CH2:11][N:10]([C:13]2[CH:18]=[CH:17][C:16]([N:19]3[CH2:33][CH2:32][C:31]4[C:36](=[CH:37][CH:38]=[C:29]([O:28][CH2:27][C@@H:23]5[CH2:24][CH2:25][CH2:26][O:22]5)[CH:30]=4)[C:35]3=[O:34])=[CH:15][C:14]=2[F:20])[CH2:9]1)([CH3:4])([CH3:2])[CH3:3]. Starting materials: C(C)(C)(C)OC(N[C@H]1CN(CC1)C1=C(C=C(C=C1)N)F)=O ([(R)-1-(4-Amino-2-fluoro-phenyl)-pyrrolidin-3-yl]-carbamic acid tert-butyl ester), O1[C@@H](CCC1)COC=1C=C2CCOC(C2=CC1)=O (6-[(S)-1-(Tetrahydro-furan-2-yl)methoxy]-isochroman-1-one). Procedure: [(R)-1-(4-Amino-2-fluoro-phenyl)-pyrrolidin-3-yl]-carbamic acid tert-butyl ester was reacted with 6-[(S)-1-(Tetrahydro-furan-2-yl)methoxy]-isochroman-1-one by method AC. The product with the molecular weight of 525.63 (C29H36FN3O5) was obtained in this way; MS (ESI): 526 (M+H+).